This data is from the Open Reaction Database (ORD), a public repository of structured organic reaction records. The task is: describe an organic reaction: reactants, conditions, products, and yield The reactants are CC(C)(C)OC(=O)NCCOc1noc2ccccc12, [Li]CCCC, O=C=O, C1CCOC1, O. The product is CC(C)(C)OC(=O)NCCOc1noc2cccc(C(=O)O)c12. RXN SMILES: [C:1]([CH3:2])([CH3:3])([CH3:4])[O:5][C:6](=[O:7])[NH:8][CH2:9][CH2:10][O:11][c:12]1[n:13][o:14][c:15]2[c:16]1[cH:17][cH:18][cH:19][cH:20]2.[CH2:21]([Li:22])[CH2:23][CH2:24][CH3:25].[O:26]=[C:27]=[O:28].[O:30]1[CH2:31][CH2:32][CH2:33][CH2:34]1.[OH2:29]>>[C:1]([CH3:2])([CH3:3])([CH3:4])[O:5][C:6](=[O:7])[NH:8][CH2:9][CH2:10][O:11][c:12]1[n:13][o:14][c:15]2[c:16]1[c:17]([C:27](=[O:26])[OH:28])[cH:18][cH:19][cH:20]2. RXN SMILES: C([O:5][C:6]([C:8]1[N:13]2[C:14](=[O:73])[C@@H:15]([NH:16][C:17](=[O:72])/[C:18](/[C:47]3[N:48]=[C:49]([NH:52]C(C4C=CC=CC=4)(C4C=CC=CC=4)C4C=CC=CC=4)[S:50][CH:51]=3)=[N:19]\[O:20][CH2:21][C:22]3[N:23]=[C:24]([NH:27]C(C4C=CC=CC=4)(C4C=CC=CC=4)C4C=CC=CC=4)[S:25][CH:26]=3)[C@H:12]2[S:11][CH2:10][C:9]=1[CH2:74][O:75][C:76](=[O:78])[CH3:77])=[O:7])(C)(C)C.[F:79][C:80]([F:85])([F:84])[C:81]([OH:83])=[O:82].C(OC(C)C)(C)C>C1(OC)C=CC=CC=1>[F:79][C:80]([F:85])([F:84])[C:81]([OH:83])=[O:82].[NH2:52][C:49]1[S:50][CH:51]=[C:47](/[C:18](=[N:19]/[O:20][CH2:21][C:22]2[N:23]=[C:24]([NH2:27])[S:25][CH:26]=2)/[C:17]([NH:16][C@@H:15]2[C:14](=[O:73])[N:13]3[C:8]([C:6]([OH:7])=[O:5])=[C:9]([CH2:74][O:75][C:76](=[O:78])[CH3:77])[CH2:10][S:11][C@H:12]23)=[O:72])[N:48]=1 |f:4.5|. The solvent is C1(=CC=CC=C1)OC (anisole). Starting materials: C(C)(C)(C)OC(=O)C1=C(CS[C@H]2N1C([C@H]2NC(\C(=N/OCC=2N=C(SC2)NC(C2=CC=CC=C2)(C2=CC=CC=C2)C2=CC=CC=C2)\C=2N=C(SC2)NC(C2=CC=CC=C2)(C2=CC=CC=C2)C2=CC=CC=C2)=O)=O)COC(C)=O ((6R,7R)-7-[(Z)-2-(2-tritylaminothiazol-4-yl)-2-[(2-tritylaminothiazol-4-yl)methoxyimino]acetamido]-3-(acetoxymethyl)-ceph-3-em-4-carboxylic acid t-butyl ester), FC(C(=O)O)(F)F (trifluoroacetic acid), C(C)(C)OC(C)C (isopropyl ether). Yields the product FC(C(=O)O)(F)F.NC=1SC=C(N1)/C(/C(=O)N[C@H]1[C@@H]2N(C(=C(CS2)COC(C)=O)C(=O)O)C1=O)=N/OCC=1N=C(SC1)N ((6R,7R)-7-[(Z)-2-(2-aminothiazol-4-yl)-2-[(2-aminothiazol-4-yl)methoxyimino]acetamido]-3-(acetoxymethyl)-ceph-3-em-4-carboxylic acid trifluoroacetate). Procedure details: 2.3 g of the (6R,7R)-7-[(Z)-2-(2-tritylaminothiazol-4-yl)-2-[(2-tritylaminothiazol-4-yl)methoxyimino]acetamido]-3-(acetoxymethyl)-ceph-3-em-4-carboxylic acid t-butyl ester was suspended in 2.1 ml of anisole, 21 ml of trifluoroacetic acid was added with ice cooling, and reacted at the same temperature for about 3 hours. After the completion of the reaction, the reaction mixture was poured into 200 ml of isopropyl ether with ice cooling, and the supernatant was removed. The residue was washed thor... Reactants: C12C(CCCC1)O2 (Cyclohexene oxide), C(C)(C)O (isopropanol), 22B. Product: C(C)(C)OC1C(CCCC1)O (2-isopropoxy cyclohexanol). Isolated yield 84.1%. RXN SMILES: [CH:1]12[O:7][CH:2]1[CH2:3][CH2:4][CH2:5][CH2:6]2.[CH:8]([OH:11])([CH3:10])[CH3:9]>>[CH:8]([O:11][CH:2]1[CH2:3][CH2:4][CH2:5][CH2:6][CH:1]1[OH:7])([CH3:10])[CH3:9]. Procedure details: Cyclohexene oxide (9.8 g, 0.1 mole) was added dropwise to a refluxing mixture of isopropanol (2 moles) in which was suspended acidified Fullers' earth (Fulcat 22B) (1% w/w) as catalyst. Immediately thereafter the catalyst was removed by filtration and the product was stripped of isopropanol by distillation. The residue was fractionated to yield 13.3 g of 2-isopropoxy cyclohexanol (yield 90% based upon cyclohexene oxide). Starting materials: C1(=CC=CC=C1)B(O)O (phenylboronic acid), C(=O)([O-])[O-].[Na+].[Na+] (Na2CO3), C(C)(C)(C)OC(C(C)(C)SC1=CC=2CCC(CC2C=C1Br)NC(C)=O)=O (2-(6-acetylamino-3-bromo-5,6,7,8-tetrahydronaphthalen-2-ylsulfanyl}-2-methylpropionic acid tert-butyl ester). The reagents and catalysts are C=1C=CC(=CC1)[P](C=2C=CC=CC2)(C=3C=CC=CC3)[Pd]([P](C=4C=CC=CC4)(C=5C=CC=CC5)C=6C=CC=CC6)([P](C=7C=CC=CC7)(C=8C=CC=CC8)C=9C=CC=CC9)[P](C=1C=CC=CC1)(C=1C=CC=CC1)C=1C=CC=CC1 (Pd(PPh3)4). Solvent: CCOC(=O)C (EtOAc), C1(=CC=CC=C1)C (toluene). Conditions: temperature 95 celsius. Yields the product C(C)(C)(C)OC(C(C)(C)SC1=CC=2CCC(CC2C=C1C1=CC=CC=C1)NC(C)=O)=O (2-(6-acetylamino-3-phenyl-5,6,7,8-tetrahydronaphthalen-2-ylsulfanyl}-2-methyl-propionic acid tert-butyl ester). RXN SMILES: [C:1]([O:5][C:6](=[O:26])[C:7]([S:10][C:11]1[C:20](Br)=[CH:19][C:18]2[CH2:17][CH:16]([NH:22][C:23](=[O:25])[CH3:24])[CH2:15][CH2:14][C:13]=2[CH:12]=1)([CH3:9])[CH3:8])([CH3:4])([CH3:3])[CH3:2].[C:27]1(B(O)O)[CH:32]=[CH:31][CH:30]=[CH:29][CH:28]=1.C([O-])([O-])=O.[Na+].[Na+]>C1(C)C=CC=CC=1.CCOC(C)=O.C1C=CC([P]([Pd]([P](C2C=CC=CC=2)(C2C=CC=CC=2)C2C=CC=CC=2)([P](C2C=CC=CC=2)(C2C=CC=CC=2)C2C=CC=CC=2)[P](C2C=CC=CC=2)(C2C=CC=CC=2)C2C=CC=CC=2)(C2C=CC=CC=2)C2C=CC=CC=2)=CC=1>[C:1]([O:5][C:6](=[O:26])[C:7]([S:10][C:11]1[C:20]([C:27]2[CH:32]=[CH:31][CH:30]=[CH:29][CH:28]=2)=[CH:19][C:18]2[CH2:17][CH:16]([NH:22][C:23](=[O:25])[CH3:24])[CH2:15][CH2:14][C:13]=2[CH:12]=1)([CH3:9])[CH3:8])([CH3:4])([CH3:3])[CH3:2] |f:2.3.4,^1:58,60,79,98|. Procedure details: To 2-(6-acetylamino-3-bromo-5,6,7,8-tetrahydronaphthalen-2-ylsulfanyl}-2-methylpropionic acid tert-butyl ester (0.135 g; 0.30 mmol) dissolved in toluene (1.5 mL) was added phenylboronic acid (0.178 g; 1.46 mmol), Pd(PPh3)4 (15 mg; 0.013 mmol) and 2M Na2CO3 (0.61 mL) and the reaction mixture heated at 95° C. for 18 h. The reaction mixture was cooled, diluted with EtOAc, washed with H2O (2×), brine, dried over Na2SO4, filtered and the solvent removed under reduced pressure to yield a crude residue... Reactants: CC(C)C[AlH]CC(C)C, [Cl-], COC(=O)Cn1nnnc1-c1c(Cl)c(Cl)cc2nc(OC)c(OC)nc12, ClCCl, [NH4+]. Product: COc1nc2cc(Cl)c(Cl)c(-c3nnnn3CCO)c2nc1OC. RXN SMILES: [CH3:1][CH:2]([CH2:3][AlH:4][CH2:5][CH:6]([CH3:7])[CH3:8])[CH3:9].[Cl-:36].[Cl:10][c:11]1[c:12](-[c:26]2[n:27][n:28][n:29][n:30]2[CH2:31][C:32](=[O:33])[O:34][CH3:35])[c:13]2[n:14][c:15]([O:24][CH3:25])[c:16]([O:22][CH3:23])[n:17][c:18]2[cH:19][c:20]1[Cl:21].[Cl:38][CH2:39][Cl:40].[NH4+:37]>>[Cl:10][c:11]1[c:12](-[c:26]2[n:27][n:28][n:29][n:30]2[CH2:31][CH2:32][OH:33])[c:13]2[n:14][c:15]([O:24][CH3:25])[c:16]([O:22][CH3:23])[n:17][c:18]2[cH:19][c:20]1[Cl:21].